Dataset: the Open Reaction Database (ORD), a public repository of structured organic reaction records. Task: describe an organic reaction: reactants, conditions, products, and yield Starting materials: CC1=NC(=NC(=C1)C)N1CC2CNCC2C1 (2-(4,6-dimethylpyrimidin-2-yl)octahydropyrrolo[3,4-c]pyrrole), FC1=C(C(=O)O)C(=CC=C1)F (2,6-difluorobenzoic acid). The product is FC1=C(C(=CC=C1)F)C(=O)N1CC2CN(CC2C1)C1=NC(=CC(=N1)C)C ((2,6-Difluorophenyl)(5-(4,6-dimethylpyrimidin-2-yl)hexahydropyrrolo[3,4-c]pyrrol-2(1H)-yl)methanone). Reaction SMILES: [CH3:1][C:2]1[CH:7]=[C:6]([CH3:8])[N:5]=[C:4]([N:9]2[CH2:16][CH:15]3[CH:11]([CH2:12][NH:13][CH2:14]3)[CH2:10]2)[N:3]=1.[F:17][C:18]1[CH:26]=[CH:25][CH:24]=[C:23]([F:27])[C:19]=1[C:20](O)=[O:21]>>[F:17][C:18]1[CH:26]=[CH:25][CH:24]=[C:23]([F:27])[C:19]=1[C:20]([N:13]1[CH2:14][CH:15]2[CH:11]([CH2:10][N:9]([C:4]3[N:5]=[C:6]([CH3:8])[CH:7]=[C:2]([CH3:1])[N:3]=3)[CH2:16]2)[CH2:12]1)=[O:21]. Procedure: The title compound was prepared in a manner analogous to Example 15, utilizing Intermediate 23 and 2,6-difluorobenzoic acid. MS (ESI): mass calculated for C19H20F2N4O, 358.16; m/z found 359.2 [M+H]+. 1H NMR (400 MHz, CDCl3): 7.34 (tt, J=8.4, 6.4, 1H), 6.93 (s, 2H), 6.30 (s, 1H), 4.12-3.76 (m, 3H), 3.75-3.45 (m, 4H), 3.36-2.88 (m, 3H), 2.30 (s, 6H). Starting materials: CO (methanol), ClC=1N=C2N(C(C1[N+](=O)[O-])=O)N=C(S2)SCCCCCC (7-chloro-2-hexylthio-6-nitro-5H-1,3,4-thiadiazolo[3,2-a]pyrimidin-5-one), N1=CC=CC=C1 (pyridine). The yield is 63.0%. The solvent is O (Water). Yields the product C(CCCCC)SC1=NN2C(=NC(=C(C2=O)[N+](=O)[O-])OC)S1 (2-hexylthio-7-methoxy-6-nitro-5H-1,3,4-thiadiazolo[3,2-a]pyrimidin-5-one). Reaction SMILES: [CH3:1][OH:2].Cl[C:4]1[N:5]=[C:6]2[S:16][C:15]([S:17][CH2:18][CH2:19][CH2:20][CH2:21][CH2:22][CH3:23])=[N:14][N:7]2[C:8](=[O:13])[C:9]=1[N+:10]([O-:12])=[O:11].N1C=CC=CC=1>O>[CH2:18]([S:17][C:15]1[S:16][C:6]2=[N:5][C:4]([O:2][CH3:1])=[C:9]([N+:10]([O-:12])=[O:11])[C:8](=[O:13])[N:7]2[N:14]=1)[CH2:19][CH2:20][CH2:21][CH2:22][CH3:23]. Procedure details: To 50 ml of methanol, 3.0 g of 7-chloro-2-hexylthio-6-nitro-5H-1,3,4-thiadiazolo[3,2-a]pyrimidin-5-one and 1.0 g of pyridine were added, and the mixture was stirred under refluxing for 30 minutes. Water was added to the reaction mixture and the organic layer was extracted with ethyl acetate The ethyl acetate solution was dried over anhydrous magnesium sulfate, and the solvent was distilled off. The residue was purified by silica gel column chromatography using an ethyl acetate/hexane mixture as ... The reactants are CCC(F)c1cc([N+](=O)[O-])cc(Br)c1Cl, CO, CC#N, CCOC(C)=O, [Cl-], [Cl-], [Cl-], Cl, O, [Ti+3]. Yields the product CCC(F)c1cc(N)cc(Br)c1Cl. As a reaction SMILES: [Br:1][c:2]1[cH:3][c:4]([N+:13]([O-:14])=[O:15])[cH:5][c:6]([CH:9]([CH2:10][CH3:11])[F:12])[c:7]1[Cl:8].[CH3:16][OH:17].[CH3:18][C:19]#[N:20].[CH3:27][CH2:28][O:29][C:30](=[O:31])[CH3:32].[Cl-:23].[Cl-:24].[Cl-:25].[ClH:22].[OH2:21].[Ti+3:26]>>[Br:1][c:2]1[cH:3][c:4]([NH2:13])[cH:5][c:6]([CH:9]([CH2:10][CH3:11])[F:12])[c:7]1[Cl:8].